Dataset: the Open Reaction Database (ORD), a public repository of structured organic reaction records. Task: describe an organic reaction: reactants, conditions, products, and yield The reactants are CC=1C=C(C=NC1)NC(OC(C)(C)C)=O (tert-butyl 5-methylpyridin-3-ylcarbamate), CC(=O)O (AcOH). The reagents and catalysts are [Pt] (Pt/C). Reaction conditions: time 24 hour. The product is C[C@H]1C[C@H](CNC1)NC(OC(C)(C)C)=O (tert-Butyl (3R,5S)-5-methylpiperidin-3-ylcarbamate). As a reaction SMILES: [CH3:1][C:2]1[CH:3]=[C:4]([NH:8][C:9](=[O:15])[O:10][C:11]([CH3:14])([CH3:13])[CH3:12])[CH:5]=[N:6][CH:7]=1.CC(O)=O>[Pt]>[CH3:1][C@@H:2]1[CH2:7][NH:6][CH2:5][C@H:4]([NH:8][C:9](=[O:15])[O:10][C:11]([CH3:14])([CH3:13])[CH3:12])[CH2:3]1. Procedure: A Parr bottle was charged with tert-butyl 5-methylpyridin-3-ylcarbamate (365 mg, 1.75 mmol) and AcOH (10 mL, 0.17 mol). Nitrogen was bubbled through the mixture for several minutes with stirring before 5% Pt/C (365 mg, 0.027 mol) was added, and the bottle was placed under an atmosphere of hydrogen (60 psi) for 24 h. The mixture was filtered and the solvent concentrated in vacuo to afford the title intermediate as an oil, which was used without further purification. Starting materials: FC(C=1C=C(C=CC1)CC#N)(F)F (3-(trifluoromethyl)phenylacetonitrile), BrCCBr (1,2-dibromoethane), [OH-].[Na+] (sodium hydroxide). Reagents/catalysts: [Cl-].C(C)[N+](CC1=CC=CC=C1)(CC)CC (triethylbenzylammonium chloride). Solvent: O (water). Conditions: time 8 hour. The product is FC(C=1C=C(C=CC1)C1(CC1)C#N)(F)F (1-[3-(trifluoromethyl)phenyl]cyclopropane carbonitrile). Isolated yield 79.1%. RXN SMILES: [F:1][C:2]([F:13])([F:12])[C:3]1[CH:4]=[C:5]([CH2:9][C:10]#[N:11])[CH:6]=[CH:7][CH:8]=1.Br[CH2:15][CH2:16]Br.[OH-].[Na+]>[Cl-].C([N+](CC)(CC)CC1C=CC=CC=1)C.O>[F:1][C:2]([F:12])([F:13])[C:3]1[CH:4]=[C:5]([C:9]2([C:10]#[N:11])[CH2:16][CH2:15]2)[CH:6]=[CH:7][CH:8]=1 |f:2.3,4.5|. Procedure: To a mixture of 3-(trifluoromethyl)phenylacetonitrile (18.5 g, 0.1 mole), 1,2-dibromoethane (56.4 g, 0.3 mole) and triethylbenzylammonium chloride (TEBA) (1.0 g), there was added 40 ml of 50% sodium hydroxide solution at room temperature. The exothermic reaction mixture was vigorously stirred overnight. The reaction mixture was diluted with water (100 ml) and extracted with ether (4×100 ml). The organic layer was washed with water (3×50 ml), brine (50 ml) and dried over magnesium sulfate. The so... Reactants: solid, Cl.Cl.O1C=C(C=C2C1=CC=C2)C2N(CCCC2)CC[C@@H]2CC[C@H](CC2)N (trans-4-[2-(4-benzofuran-3-yl-piperidin-1-yl)-ethyl]-cyclohexylamine dihydrochloride), Cl.Cl.O1C=C(C=C2C1=CC=C2)C2N(CCCC2)CC[C@@H]2CC[C@H](CC2)N (trans-4-[2-(4-benzofuran-3-yl-piperidin-1-yl)-ethyl]-cyclohexylamine dihydrochloride), ClC1=CC=C(C(=O)O)C=C1 (4-chloro-benzoic acid). The product is O1C=C(C=C2C1=CC=C2)C2N(CCCC2)CC[C@@H]2CC[C@H](CC2)NC(C2=CC=C(C=C2)Cl)=O (trans-N-{4-[2-(4-Benzofuran-3-yl-piperidin-1-yl)-ethyl]-cyclohexyl}-4-chloro-benzamide). Reaction SMILES: Cl.Cl.[O:3]1[C:8]2=[CH:9][CH:10]=[CH:11][C:7]2=[CH:6][C:5]([CH:12]2[CH2:17][CH2:16][CH2:15][CH2:14][N:13]2[CH2:18][CH2:19][C@H:20]2[CH2:25][CH2:24][C@H:23]([NH2:26])[CH2:22][CH2:21]2)=[CH:4]1.[Cl:27][C:28]1[CH:36]=[CH:35][C:31]([C:32](O)=[O:33])=[CH:30][CH:29]=1>>[O:3]1[C:8]2=[CH:9][CH:10]=[CH:11][C:7]2=[CH:6][C:5]([CH:12]2[CH2:17][CH2:16][CH2:15][CH2:14][N:13]2[CH2:18][CH2:19][C@H:20]2[CH2:21][CH2:22][C@H:23]([NH:26][C:32](=[O:33])[C:31]3[CH:35]=[CH:36][C:28]([Cl:27])=[CH:29][CH:30]=3)[CH2:24][CH2:25]2)=[CH:4]1 |f:0.1.2|. Procedure details: The title compound, light brown solid (95 mg, 82%), MS (ISP) m/z=465.2 [(M+H)+], mp 203° C., was prepared in accordance with the general method of example 1 from trans-4-[2-(4-benzofuran-3-yl-piperidin-1-yl)-ethyl]-cyclohexylamine dihydrochloride (intermediate A) (100 mg, 0.25 mmol) and 4-chloro-benzoic acid. The reactants are COc1ccc2c(C(=O)c3cc(OC)c(OC)c(OC)c3)c(-c3cn[nH]c3)oc2c1, CS(C)=O, CN(C)CCCl, Cl, [H-], [Na+]. Product: COc1ccc2c(C(=O)c3cc(OC)c(OC)c(OC)c3)c(-c3cnn(CCN(C)C)c3)oc2c1. As a reaction SMILES: [CH3:1][O:2][c:3]1[cH:4][c:5]2[c:6]([c:7]([C:15](=[O:16])[c:17]3[cH:18][c:19]([O:27][CH3:28])[c:20]([O:25][CH3:26])[c:21]([O:23][CH3:24])[cH:22]3)[c:8](-[c:10]3[cH:11][n:12][nH:13][cH:14]3)[o:9]2)[cH:29][cH:30]1.[CH3:40][S:41]([CH3:42])=[O:43].[Cl:34][CH2:35][CH2:36][N:37]([CH3:38])[CH3:39].[ClH:33].[H-:31].[Na+:32]>>[CH3:1][O:2][c:3]1[cH:4][c:5]2[c:6]([c:7]([C:15](=[O:16])[c:17]3[cH:18][c:19]([O:27][CH3:28])[c:20]([O:25][CH3:26])[c:21]([O:23][CH3:24])[cH:22]3)[c:8](-[c:10]3[cH:11][n:12][n:13]([CH2:35][CH2:36][N:37]([CH3:38])[CH3:39])[cH:14]3)[o:9]2)[cH:29][cH:30]1. Starting materials: Br[Si](C)(C)C (bromotrimethylsilane), C(C)OP(OCC)(=O)C=1C(NC2=CC(=C(C=C2C1)N1C=CC=C1)Cl)=O ([7-Chloro-2-oxo-6-(1H-pyrrol-1-yl)-1,2-dihydro-3-quinolyl]phosphonic acid diethyl ester). Run in C(Cl)Cl (CH2Cl2). Run at time 30 minute. Product: ClC1=C(C=C2C=C(C(NC2=C1)=O)P(O)(O)=O)N1C=CC=C1 ([7-Chloro-2-oxo-6-(1H-pyrrol-1-yl)-1,2-dihydro-3-quinolyl]-phosphonic acid). RXN SMILES: Br[Si](C)(C)C.C([O:8][P:9]([C:14]1[C:15](=[O:30])[NH:16][C:17]2[C:22]([CH:23]=1)=[CH:21][C:20]([N:24]1[CH:28]=[CH:27][CH:26]=[CH:25]1)=[C:19]([Cl:29])[CH:18]=2)(=[O:13])[O:10]CC)C>C(Cl)Cl>[Cl:29][C:19]1[CH:18]=[C:17]2[C:22]([CH:23]=[C:14]([P:9](=[O:8])([OH:10])[OH:13])[C:15](=[O:30])[NH:16]2)=[CH:21][C:20]=1[N:24]1[CH:25]=[CH:26][CH:27]=[CH:28]1. Procedure: 3.37 ml (25.5 mmol) of bromotrimethylsilane are added to a solution of the compound obtained in Example 27 (1.62 g, 4.25 mmol) in 30 ml of CH2Cl2, and the solution is stirred for 4 hours 30 minutes at room temperature. Evaporation to dryness is carried out, and the residue is taken up in methanol. After complete dissolution, a precipitate is observed to form, and stirring is carried out for 10 minutes at room temperature. Filtration and then rinsing with a small amount of methanol and then ether... Reactants: [Br-], ClC(Cl)(Cl)Cl, CCCC[N+](CCCC)(CCCC)CCCC, CC(=Cc1ccc(CO)cc1)c1ccc2c(c1)C(C)(C)CCC2(C)C, [Na+], [OH-], CCOP([O-])OCC. The product is CCOP(=O)(OCC)OCc1ccc(C=C(C)c2ccc3c(c2)C(C)(C)CCC3(C)C)cc1. As a reaction SMILES: [Br-:41].[C:36]([Cl:37])([Cl:38])([Cl:39])[Cl:40].[CH3:42][CH2:43][CH2:44][CH2:45][N+:46]([CH2:47][CH2:48][CH2:49][CH3:50])([CH2:51][CH2:52][CH2:53][CH3:54])[CH2:55][CH2:56][CH2:57][CH3:58].[CH3:9][C:10]1([CH3:33])[c:11]2[cH:12][cH:13][c:14]([C:22](=[CH:23][c:24]3[cH:25][cH:26][c:27]([CH2:28][OH:29])[cH:30][cH:31]3)[CH3:32])[cH:15][c:16]2[C:17]([CH3:20])([CH3:21])[CH2:18][CH2:19]1.[Na+:35].[OH-:34].[P:1]([O:2][CH2:3][CH3:4])([O:5][CH2:6][CH3:7])[O-:8]>>[P:1]([O:2][CH2:3][CH3:4])([O:5][CH2:6][CH3:7])(=[O:8])[O:29][CH2:28][c:27]1[cH:26][cH:25][c:24]([CH:23]=[C:22]([c:14]2[cH:13][cH:12][c:11]3[c:16]([cH:15]2)[C:17]([CH3:20])([CH3:21])[CH2:18][CH2:19][C:10]3([CH3:9])[CH3:33])[CH3:32])[cH:31][cH:30]1. Product: COC(=O)C(Cc1cnccc1NC(=O)OC(C)(C)C)NC(=O)OCc1ccccc1. Reaction SMILES: [CH2:1]([c:2]1[cH:3][cH:4][cH:5][cH:6][cH:7]1)[O:8][C:9](=[O:10])[NH:11][C:12]([C:13](=[O:14])[O:15][CH3:16])=[CH:17][c:18]1[cH:19][n:20][cH:21][cH:22][c:23]1[NH:24][C:25](=[O:26])[O:27][C:28]([CH3:29])([CH3:30])[CH3:31].[CH2:32]1[O:33][CH2:34][CH2:35][CH2:36]1.[CH3:37][OH:38]>>[CH2:1]([c:2]1[cH:3][cH:4][cH:5][cH:6][cH:7]1)[O:8][C:9](=[O:10])[NH:11][CH:12]([C:13](=[O:14])[O:15][CH3:16])[CH2:17][c:18]1[cH:19][n:20][cH:21][cH:22][c:23]1[NH:24][C:25](=[O:26])[O:27][C:28]([CH3:29])([CH3:30])[CH3:31]. The reactants are COC(=O)C(=Cc1cnccc1NC(=O)OC(C)(C)C)NC(=O)OCc1ccccc1, C1CCOC1, CO. Product: CC(=CCC/C(=C/CC/C(=C/CC/C=C(/CC/C=C(/CCC=C(C)C)\C)\C)/C)/C)C (MF59). Procedure details: 10 Baboons were divided into two groups (five baboons per group) and administered the formulations specified in Table 1. For Group 1, equal parts of the adjuvant MF59-0, and p24gag/sf2 (in a citrate/Tris buffer) were combined to yield a total of 0.7 ml. The composition was gently mixed and 500 μl (to yield 100 μg p24gag/sf2/dose) of vaccine was injected intramuscularly (IM) in the thigh muscle. For Group 2, 1.5 ml of 2× phosphate buffered saline (PBS) was added to 46.8 mg of the PLG-entrapped p2... The reactants are MF59-0, MF59-0, C(CC(O)(C(=O)[O-])CC(=O)[O-])(=O)[O-].C(C(CO)(CO)N)O (citrate Tris), 2, OP(=O)(O)[O-].OP(=O)([O-])[O-].[Na+].[Na+].[Na+].[Cl-].[Cl-].[K+].[K+] (phosphate buffered saline). RXN SMILES: [C:1]([O-])(=O)[CH2:2][C:3]([CH2:8][C:9]([O-])=O)([C:5]([O-])=O)O.[CH2:14](O)[C:15](N)([CH2:18]O)[CH2:16]O.OP([O-])(O)=O.OP([O-])([O-])=O.[Na+].[Na+].[Na+].[Cl-].[Cl-].[K+].[K+]>>[CH3:14][C:15]([CH3:18])=[CH:16][CH2:1][CH2:2]/[C:3](/[CH3:5])=[CH:8]/[CH2:9][CH2:14]/[C:15](/[CH3:18])=[CH:16]/[CH2:1][CH2:9]/[CH:8]=[C:3](\[CH3:5])/[CH2:2][CH2:1]/[CH:16]=[C:15](\[CH3:18])/[CH2:14][CH2:9][CH:8]=[C:3]([CH3:5])[CH3:2] |f:0.1,2.3.4.5.6.7.8.9.10|. Reaction conditions: time 30 second. Reactants: [BH4-], CO, COc1ncccc1C=O, [Na+]. The product is COc1ncccc1CO. RXN SMILES: [BH4-:11].[CH3:13][OH:14].[CH3:1][O:2][c:3]1[n:4][cH:5][cH:6][cH:7][c:8]1[CH:9]=[O:10].[Na+:12]>>[CH3:1][O:2][c:3]1[n:4][cH:5][cH:6][cH:7][c:8]1[CH2:9][OH:10]. The reactants are [NH4+].[OH-] (NH4OH), CP(C)C (trimethylphosphine), C(F)(F)(F)C(=O)[O-].[NH4+] (CF3COONH4), [NH4+].[OH-] (NH4OH), C1(=CC=CC=C1)P(=O)(C1=CC=CC=C1)N=[N+]=[N-] (diphenylphosphoryl azide), N12CCCCCC2=NCCC1 (1,8-Diazabicyclo[5.4.0]undec-7-ene), C[C@H]1CCC[C@@]2([C@@H](O2)C[C@H](OC(=O)C[C@@H](C(C(=O)[C@@H]([C@H]1O)C)(C)C)O)/C(=C/C3=CSC(=N3)CO)/C)C (epothilone F). Solvent: CCOC(=O)C (EtOAc), O1CCCC1 (tetrahydrofuran). Conditions: temperature 35 celsius, time 10 minute. Product: C[C@H]1CCC[C@@]2([C@@H](O2)C[C@H](OC(=O)C[C@@H](C(C(=O)[C@@H]([C@H]1O)C)(C)C)O)/C(=C/C3=CSC(=N3)CN)/C)C (21-amino epothilone B). The yield is 75.1%. Reaction SMILES: [CH3:1][C@@H:2]1[C@H:20]([OH:21])[C@@H:19]([CH3:22])[C:17](=[O:18])[C:16]([CH3:24])([CH3:23])[C@@H:15]([OH:25])[CH2:14][C:12](=[O:13])[O:11][C@H:10](/[C:26](/[CH3:35])=[CH:27]/[C:28]2[N:32]=[C:31]([CH2:33]O)[S:30][CH:29]=2)[CH2:9][C@@H:7]2[O:8][C@:6]2([CH3:36])[CH2:5][CH2:4][CH2:3]1.C1(P([N:51]=[N+]=[N-])(C2C=CC=CC=2)=O)C=CC=CC=1.N12CCCN=C1CCCCC2.C(C([O-])=O)(F)(F)F.[NH4+].[NH4+].[OH-].CP(C)C>O1CCCC1.CCOC(C)=O>[CH3:1][C@@H:2]1[C@H:20]([OH:21])[C@@H:19]([CH3:22])[C:17](=[O:18])[C:16]([CH3:24])([CH3:23])[C@@H:15]([OH:25])[CH2:14][C:12](=[O:13])[O:11][C@H:10](/[C:26](/[CH3:35])=[CH:27]/[C:28]2[N:32]=[C:31]([CH2:33][NH2:51])[S:30][CH:29]=2)[CH2:9][C@@H:7]2[O:8][C@:6]2([CH3:36])[CH2:5][CH2:4][CH2:3]1 |f:3.4,5.6|. Reported procedure: To a stirred suspension of epothilone F (5.0 g, 9.55 mmol, 86.2% potency) in tetrahydrofuran (50 ml) was added diphenylphosphoryl azide (2.28 ml, 2.89 g, 10.5 mmol, 1.1 equivalents) at room temperature. 1,8-Diazabicyclo[5.4.0]undec-7-ene (1.73 ml, 1.74 g, 11.46 mmol, 1.2 equivalents) was then added over 10 min. The mixture was stirred for 10 min. and then allowed to warm to 35° C. and stirred for 6.5 hours. The mixture was cooled to 20° C., and a mixture of aqueous solution of CF3COONH4 (4M, 10 ...